This data is from the Open Reaction Database (ORD), a public repository of structured organic reaction records. The task is: describe an organic reaction: reactants, conditions, products, and yield RXN SMILES: [C:16](=[O:17])([O-:18])[O-:19].[I:22][CH3:23].[K+:20].[K+:21].[N+:1](=[O:2])([O-:3])[c:4]1[cH:5][cH:6][c:7]2[c:8]([cH:15]1)[CH2:9][CH2:10][O:11][C:12](=[O:14])[NH:13]2.[O:24]=[CH:25][N:26]([CH3:27])[CH3:28].[OH2:29]>>[N+:1](=[O:2])([O-:3])[c:4]1[cH:5][cH:6][c:7]2[c:8]([cH:15]1)[CH2:9][CH2:10][O:11][C:12](=[O:14])[N:13]2[CH3:16]. Starting materials: O=C([O-])[O-], CI, [K+], [K+], O=C1Nc2ccc([N+](=O)[O-])cc2CCO1, CN(C)C=O, O. The product is CN1C(=O)OCCc2cc([N+](=O)[O-])ccc21. The reactants are NC=1C=CC(=NC1)C1=NC(=C(C(=N1)O)Cl)C (2-(5-Aminopyridin-2-yl)-5-chloro-6-methylpyrimidin-4-ol), [H-].[Na+] (NaH), C(C=C)Br (allyl bromide). Run in CN(C)C=O (DMF). Reaction conditions: temperature 25 celsius, time 4 hour. Product: C(C=C)OC1=NC(=NC(=C1Cl)C)C1=CC=C(C=N1)N (6-(4-(allyloxy)-5-chloro-6-methylpyrimidin-2-yl)pyridin-3-amine). Reaction SMILES: [NH2:1][C:2]1[CH:3]=[CH:4][C:5]([C:8]2[N:13]=[C:12]([OH:14])[C:11]([Cl:15])=[C:10]([CH3:16])[N:9]=2)=[N:6][CH:7]=1.[H-].[Na+].[CH2:19](Br)[CH:20]=[CH2:21]>CN(C=O)C>[CH2:21]([O:14][C:12]1[C:11]([Cl:15])=[C:10]([CH3:16])[N:9]=[C:8]([C:5]2[N:6]=[CH:7][C:2]([NH2:1])=[CH:3][CH:4]=2)[N:13]=1)[CH:20]=[CH2:19] |f:1.2|. Reported procedure: To a solution of compound of example 16 (0.275 g, 1.1620 mmol) in DMF (3 mL) at 0° C., was added NaH (0.046 g, 1.1620 mmol) and allyl bromide (0.14 g, 1016 mmol) slowly and the reaction mixture was stirred at 25° C. for 4 hours. DMF was removed under vacuum, and the reaction mass quenched by water, extracted with ethyl acetate (3×20 mL), dried over sodium sulfate and concentrated to obtain the crude product, which was purified by column chromatography using silica gel and 8% methanol in chlorofo... Starting materials: C(C)(C)(C)OC(=O)NC(C(=O)OCC=1C=C(C(=O)OC(C)(C)C)C=C(C1)N(CCC)S(=O)(=O)C)(CC1=CC(=CC=C1)CCC(C1=CC=CC=C1)NC(=O)OC(C)(C)C)C (Tert-butyl 3-({[2-[(tert-butoxycarbonyl)amino]-3-(3-{3-[(tert-butoxycarbonyl)amino]-3-phenylpropyl}phenyl)-2-methylpropanoyl]oxy}methyl)-5-[(methylsulfonyl)(propyl)amino]benzoate), O1CCOCC1 (dioxane), Cl (HCl). Conditions: time 16 hour. The product is Cl.Cl.NC(C(=O)OCC=1C=C(C(=O)O)C=C(C1)N(CCC)S(=O)(=O)C)(CC1=CC(=CC=C1)CCC(C1=CC=CC=C1)N)C (3-[({2-amino-3-[3-(3-amino-3-phenylpropyl)phenyl]-2-methylpropanoyl}oxy)methyl]-5-[(methylsulfonyl)(propyl)amino]benzoic acid dihydrochloride). As a reaction SMILES: C(OC([NH:8][C:9]([CH3:59])([CH2:35][C:36]1[CH:41]=[CH:40][CH:39]=[C:38]([CH2:42][CH2:43][CH:44]([NH:51]C(OC(C)(C)C)=O)[C:45]2[CH:50]=[CH:49][CH:48]=[CH:47][CH:46]=2)[CH:37]=1)[C:10]([O:12][CH2:13][C:14]1[CH:15]=[C:16]([CH:24]=[C:25]([N:27]([S:31]([CH3:34])(=[O:33])=[O:32])[CH2:28][CH2:29][CH3:30])[CH:26]=1)[C:17]([O:19]C(C)(C)C)=[O:18])=[O:11])=O)(C)(C)C.O1CCOCC1.[ClH:66]>>[ClH:66].[ClH:66].[NH2:8][C:9]([CH3:59])([CH2:35][C:36]1[CH:41]=[CH:40][CH:39]=[C:38]([CH2:42][CH2:43][CH:44]([NH2:51])[C:45]2[CH:50]=[CH:49][CH:48]=[CH:47][CH:46]=2)[CH:37]=1)[C:10]([O:12][CH2:13][C:14]1[CH:15]=[C:16]([CH:24]=[C:25]([N:27]([S:31]([CH3:34])(=[O:33])=[O:32])[CH2:28][CH2:29][CH3:30])[CH:26]=1)[C:17]([OH:19])=[O:18])=[O:11] |f:3.4.5|. Reported procedure: Tert-butyl 3-({[2-[(tert-butoxycarbonyl)amino]-3-(3-{3-[(tert-butoxycarbonyl)amino]-3-phenylpropyl}phenyl)-2-methylpropanoyl]oxy}methyl)-5-[(methylsulfonyl)(propyl)amino]benzoate (0.386 g, 0.461 mmol) was taken up in 2.0 mL HCl in dioxane (2.00 mL, 8.01 mmol, 4.0M solution). After 16 hr., the reaction was concentrated in vacuo, taken up in dichloromethane, and concentrated again (×2) to give 3-[({2-amino-3-[3-(3-amino-3-phenylpropyl)phenyl]-2-methylpropanoyl}oxy)methyl]-5-[(methylsulfonyl)(propy... Reactants: ClC=1C(=CC(=NC1)SCC)C#N (5-Chloro-2-ethylthio-4-pyridinecarbonitrile), ClC=1C=C(C=CC1Cl)O (3,4-dichlorophenol), CC(C)(C)[O-].[K+] (t-BuOK). The solvent is C1CCOC1 (THF), CS(=O)C (DMSO). Yields the product ClC=1C=C(OC=2C(=CC(=NC2)SCC)C#N)C=CC1Cl (5-(3,4-dichlorophenoxy)-2-ethylthio-4-pyridinecarbonitrile). The yield is 36.2%. As a reaction SMILES: Cl[C:2]1[C:3]([C:11]#[N:12])=[CH:4][C:5]([S:8][CH2:9][CH3:10])=[N:6][CH:7]=1.[Cl:13][C:14]1[CH:15]=[C:16]([OH:21])[CH:17]=[CH:18][C:19]=1[Cl:20].CC([O-])(C)C.[K+]>C1COCC1.CS(C)=O>[Cl:13][C:14]1[CH:15]=[C:16]([CH:17]=[CH:18][C:19]=1[Cl:20])[O:21][C:2]1[C:3]([C:11]#[N:12])=[CH:4][C:5]([S:8][CH2:9][CH3:10])=[N:6][CH:7]=1 |f:2.3|. Procedure: 5-Chloro-2-ethylthio-4-pyridinecarbonitrile (5.4 g) was mixed with 5.4 g of 3,4-dichlorophenol in the presence of 3.7 g of t-BuOK in 30 ml of THF and 30 ml of DMSO. The mixture was heated at boiling temperature for about 70 hours to give 3.2 g (36%) of the desired 5-(3,4-dichlorophenoxy)-2-ethylthio-4-pyridinecarbonitrile, m.p. 79°-81° C. Starting materials: O=C([O-])[O-], C1CCOC1, COc1ccc(C(=O)N2CCC(CCCS(=O)(=O)[O-])(c3ccc(Cl)c(Cl)c3)C2)c(OC)c1, Cl, [K+], [K+], O, NC(=O)C1(c2ccccc2)CCNCC1. Product: COc1ccc(C(=O)N2CCC(CCN3CCC(C(N)=O)(c4ccccc4)CC3)(c3ccc(Cl)c(Cl)c3)C2)c(OC)c1. RXN SMILES: [C:49](=[O:50])([O-:51])[O-:52].[CH2:56]1[O:57][CH2:58][CH2:59][CH2:60]1.[CH3:1][O:2][c:3]1[c:4]([C:5](=[O:6])[N:7]2[CH2:8][C:9]([c:12]3[cH:13][c:14]([Cl:19])[c:15]([Cl:18])[cH:16][cH:17]3)([CH2:20][CH2:21][CH2:22][S:23]([O-:24])(=[O:25])=[O:26])[CH2:10][CH2:11]2)[cH:27][cH:28][c:29]([O:31][CH3:32])[cH:30]1.[ClH:33].[K+:53].[K+:54].[OH2:55].[c:34]1([C:40]2([C:46](=[O:47])[NH2:48])[CH2:41][CH2:42][NH:43][CH2:44][CH2:45]2)[cH:35][cH:36][cH:37][cH:38][cH:39]1>>[CH3:1][O:2][c:3]1[c:4]([C:5](=[O:6])[N:7]2[CH2:8][C:9]([c:12]3[cH:13][c:14]([Cl:19])[c:15]([Cl:18])[cH:16][cH:17]3)([CH2:20][CH2:21][N:43]3[CH2:42][CH2:41][C:40]([c:34]4[cH:35][cH:36][cH:37][cH:38][cH:39]4)([C:46](=[O:47])[NH2:48])[CH2:45][CH2:44]3)[CH2:10][CH2:11]2)[cH:27][cH:28][c:29]([O:31][CH3:32])[cH:30]1. Starting materials: CC(C)C1=CC2=C(N=C3N(C2=O)C=C(C=C3)C#N)S1 (2-(1-methylethyl)-4-oxo-4H-pyrido[1,2-a]thieno[2,3-d]pyrimidine-7-carbonitrile), [N-]=[N+]=[N-].[Na+] (sodium azide), [Cl-].[NH4+] (ammonium chloride). Solvent: CN(C=O)C (dimethylformamide). Conditions: temperature 124 celsius. Product: CC(C)C1=CC2=C(N=C3N(C2=O)C=C(C=C3)C3=NN=NN3)S1 (2-(1-methylethyl)-7-(1H-tetrazol-5-yl)-4H-pyrido[1,2-a]thieno[2,3-d]pyrimidin-4-one). The yield is 55.8%. Reaction SMILES: [CH3:1][CH:2]([C:4]1[S:19][C:7]2[N:8]=[C:9]3[CH:16]=[CH:15][C:14]([C:17]#[N:18])=[CH:13][N:10]3[C:11](=[O:12])[C:6]=2[CH:5]=1)[CH3:3].[N-:20]=[N+:21]=[N-:22].[Na+].[Cl-].[NH4+]>CN(C)C=O>[CH3:3][CH:2]([C:4]1[S:19][C:7]2[N:8]=[C:9]3[CH:16]=[CH:15][C:14]([C:17]4[NH:22][N:21]=[N:20][N:18]=4)=[CH:13][N:10]3[C:11](=[O:12])[C:6]=2[CH:5]=1)[CH3:1] |f:1.2,3.4|. Procedure details: A mixture of 5.1 g (0.01894 mol) of 2-(1-methylethyl)-4-oxo-4H-pyrido[1,2-a]thieno[2,3-d]pyrimidine-7-carbonitrile (Example 16), 6.5 g (0.1 mol) of sodium azide and 5.35 g (0.1 mol) of ammonium chloride in 150 ml of dimethylformamide is stirred and heated at 124° C. for twenty-two hours under nitrogen. The reaction mixture is cooled, filtered and the filtrate evaporated. The residue is treated with 1 l water and acidified with concentrated hydrochloric acid. The resulting precipitate is collecte... The reactants are O=C1CCC(=O)N1Br, Cc1cc(Nc2nccc(C(F)(F)F)n2)cc(-c2cnc(CO)s2)c1, ClCCl, c1ccc(P(c2ccccc2)c2ccccc2)cc1. Yields the product Cc1cc(Nc2nccc(C(F)(F)F)n2)cc(-c2cnc(CBr)s2)c1. As a reaction SMILES: [Br:45][N:46]1[C:47](=[O:48])[CH2:49][CH2:50][C:51]1=[O:52].[CH3:1][c:2]1[cH:3][c:4](-[c:19]2[cH:20][n:21][c:22]([CH2:24][OH:25])[s:23]2)[cH:5][c:6]([NH:8][c:9]2[n:10][cH:11][cH:12][c:13]([C:15]([F:16])([F:17])[F:18])[n:14]2)[cH:7]1.[Cl:53][CH2:54][Cl:55].[c:26]1([P:27]([c:28]2[cH:29][cH:30][cH:31][cH:32][cH:33]2)[c:34]2[cH:35][cH:36][cH:37][cH:38][cH:39]2)[cH:40][cH:41][cH:42][cH:43][cH:44]1>>[CH3:1][c:2]1[cH:3][c:4](-[c:19]2[cH:20][n:21][c:22]([CH2:24][Br:45])[s:23]2)[cH:5][c:6]([NH:8][c:9]2[n:10][cH:11][cH:12][c:13]([C:15]([F:16])([F:17])[F:18])[n:14]2)[cH:7]1. Starting materials: CNC=O (N-methylformamide), CN (methylamine), ClC1=CC=C(C=C1)C1(CCC1)CC(C)=O (1-[1-(4-chlorophenyl)cyclobutyl]propan-2-one), Cl (hydrochloric acid). Solvent: C(=O)O (formic acid), O (water). The product is Cl.CNC(CC1(CCC1)C1=CC=C(C=C1)Cl)C (N-methyl-2-[1-(4-chlorophenyl)-cyclobutyl]-1-methylethylamine hydrochloride). As a reaction SMILES: [Cl:1][C:2]1[CH:7]=[CH:6][C:5]([C:8]2([CH2:12][C:13](=O)[CH3:14])[CH2:11][CH2:10][CH2:9]2)=[CH:4][CH:3]=1.[CH3:16][NH:17]C=O.CN.Cl>O.C(O)=O>[ClH:1].[CH3:16][NH:17][CH:13]([CH3:14])[CH2:12][C:8]1([C:5]2[CH:6]=[CH:7][C:2]([Cl:1])=[CH:3][CH:4]=2)[CH2:11][CH2:10][CH2:9]1 |f:6.7|. Reported procedure: The ketone prepared as described above (5.4 g) was mixed with N-methylformamide (18 ml), 98% formic acid (4 ml) and 25% aqueous methylamine (0.6 ml) and the mixture heated under reflux for sixteen hours. The mixture was poured into water and extracted with dichloromethane. The extract was washed, dried and evaporated to give a residue which was heated under reflux with concentrated hydrochloric acid (10 ml) for six hours. The mixture was evaporated to dryness and the residue dried by repeated ad...